Dataset: the Open Reaction Database (ORD), a public repository of structured organic reaction records. Task: describe an organic reaction: reactants, conditions, products, and yield Starting materials: COC(=O)C(CCCC(C)(C)[N+](=O)[O-])NC(=O)OC(C)(C)C, C, CO, [H][H], O, [Pd]. Yields the product COC(=O)C(CCCC(C)(C)N)NC(=O)OC(C)(C)C. RXN SMILES: [C:1]([CH3:2])([CH3:3])([CH3:4])[O:5][C:6](=[O:7])[NH:8][CH:9]([C:10](=[O:11])[O:12][CH3:13])[CH2:14][CH2:15][CH2:16][C:17]([CH3:18])([N+:19]([O-:20])=[O:21])[CH3:22].[C:28].[CH3:25][OH:26].[H:23][H:24].[OH2:27].[Pd:29]>>[C:1]([CH3:2])([CH3:3])([CH3:4])[O:5][C:6](=[O:7])[NH:8][CH:9]([C:10](=[O:11])[O:12][CH3:13])[CH2:14][CH2:15][CH2:16][C:17]([CH3:18])([NH2:19])[CH3:22]. The reactants are N1CCNCC1 (piperazine), C([O-])([O-])=O.[K+].[K+] (potassium carbonate), C(C)#N (acetonitrile), BrCC#N (2-bromoacetonitrile), C(C)#N (acetonitrile). Product: N1(CCN(CC1)CC#N)CC#N (2,2′-(piperazine-1,4-diyl)diacetonitrile). As a reaction SMILES: [NH:1]1[CH2:6][CH2:5][NH:4][CH2:3][CH2:2]1.C(=O)([O-])[O-].[K+].[K+].Br[CH2:14][C:15]#[N:16].[C:17](#[N:19])[CH3:18]>>[N:1]1([CH2:18][C:17]#[N:19])[CH2:6][CH2:5][N:4]([CH2:14][C:15]#[N:16])[CH2:3][CH2:2]1 |f:1.2.3|. Procedure: To a solution of piperazine (6 g, 69.77 mmol, 1.00 equiv) in acetonitrile (150 mL) was added potassium carbonate (19.2 g, 139.13 mmol, 2.00 equiv) and the mixture was stirred. To this was added dropwise a solution of 2-bromoacetonitrile (16.7 g, 140.34 mmol, 2.00 equiv) in acetonitrile (100 mL) and the suspension was stirred for 4 h at room temperature. The solids were Filtered out and the resulting solution was concentrated under vacuum. The crude product was purified by re-crystallization from... Reactants: ClC1=CC(=C(C(=O)Cl)C=C1)OC (4-chloro-2-methoxybenzoyl chloride), ClC1=C(C=CC(=C1)Cl)C1=NC(=NC=C1C=1NC=CN1)NCCNC1=NC=C(C=C1)[N+](=O)[O-] ([4-(2,4-dichlorophenyl)-5-imidazol-2-ylpyrimidin-2-yl]{2-[(5-nitro(2-pyridyl))amino]ethyl}amine). The product is ClC1=CC(=C(C=C1)C1=NC(=NC=C1C=1NC=CN1)NCCNC1=NC=C(C=C1)[N+](=O)[O-])OC ([4-(4-chloro-2-methoxyphenyl)-5-imidazol-2-ylpyrimidin-2-yl]{2-[(5-nitro(2-pyridyl))amino]ethyl}amine). Reaction SMILES: [Cl:1][C:2]1[CH:10]=[CH:9][C:5]([C:6](Cl)=O)=[C:4]([O:11][CH3:12])[CH:3]=1.ClC1C=C(Cl)C=CC=1C1[C:26]([C:27]2[NH:28][CH:29]=[CH:30][N:31]=2)=[CH:25][N:24]=[C:23]([NH:32][CH2:33][CH2:34][NH:35][C:36]2[CH:41]=[CH:40][C:39]([N+:42]([O-:44])=[O:43])=[CH:38][N:37]=2)[N:22]=1>>[Cl:1][C:2]1[CH:10]=[CH:9][C:5]([C:6]2[C:26]([C:27]3[NH:31][CH:30]=[CH:29][N:28]=3)=[CH:25][N:24]=[C:23]([NH:32][CH2:33][CH2:34][NH:35][C:36]3[CH:41]=[CH:40][C:39]([N+:42]([O-:44])=[O:43])=[CH:38][N:37]=3)[N:22]=2)=[C:4]([O:11][CH3:12])[CH:3]=1. Procedure details: [4-(4-chloro-2-methoxyphenyl)-5-imidazol-2-ylpyrimidin-2-yl]{2-[(5-nitro(2-pyridyl))amino]ethyl}amine was prepared from 4-chloro-2-methoxybenzoyl chloride using the general method for [4-(2,4-dichlorophenyl)-5-imidazol-2-ylpyrimidin-2-yl]{2-[(5-nitro(2-pyridyl))amino]ethyl}amine. The reactants are CCO, CO, Cl, [Na+], [OH-], CCCn1nc2c(N(C(=O)OC(C)(C)C)C(=O)OC(C)(C)C)nc3ccccc3c2c1CCCCO. The product is CCCn1nc2c(N)nc3ccccc3c2c1CCCCO. As a reaction SMILES: [CH3:40][CH2:41][OH:42].[CH3:43][OH:44].[ClH:39].[Na+:38].[OH-:37].[OH:1][CH2:2][CH2:3][CH2:4][CH2:5][c:6]1[n:7]([CH2:34][CH2:35][CH3:36])[n:8][c:9]2[c:10]([N:19]([C:20]([O:21][C:22]([CH3:23])([CH3:24])[CH3:25])=[O:26])[C:27]([O:28][C:29]([CH3:30])([CH3:31])[CH3:32])=[O:33])[n:11][c:12]3[cH:13][cH:14][cH:15][cH:16][c:17]3[c:18]12>>[OH:1][CH2:2][CH2:3][CH2:4][CH2:5][c:6]1[n:7]([CH2:34][CH2:35][CH3:36])[n:8][c:9]2[c:10]([NH2:19])[n:11][c:12]3[cH:13][cH:14][cH:15][cH:16][c:17]3[c:18]12.